Dataset: the Open Reaction Database (ORD), a public repository of structured organic reaction records. Task: describe an organic reaction: reactants, conditions, products, and yield Reactants: C(C)(=O)O (acetic acid), C[S-].[Na+] (sodium thiomethoxide), BrC=1C=C(C=CC1)S(=O)(=O)C=1C=C(SC1[N+](=O)[O-])C#N (4-(3-bromo-benzenesulfonyl)-5-nitro-thiophene-2-carbonitrile). The solvent is C(C)OCC (diethyl ether), CCO (EtOH), C1CCOC1 (THF). Run at temperature -78 celsius, time 1 hour. Product: BrC=1C=C(C=CC1)S(=O)(=O)C=1C=C(SC1SC)C#N (4-(3-Bromo-benzenesulfonyl)-5-methylsulfanyl-thiophene-2-carbonitrile). Yield: 87.4%. As a reaction SMILES: [CH3:1][S-:2].[Na+].[Br:4][C:5]1[CH:6]=[C:7]([S:11]([C:14]2[CH:15]=[C:16]([C:22]#[N:23])[S:17][C:18]=2[N+]([O-])=O)(=[O:13])=[O:12])[CH:8]=[CH:9][CH:10]=1.C(O)(=O)C>CCO.C1COCC1.C(OCC)C>[Br:4][C:5]1[CH:6]=[C:7]([S:11]([C:14]2[CH:15]=[C:16]([C:22]#[N:23])[S:17][C:18]=2[S:2][CH3:1])(=[O:13])=[O:12])[CH:8]=[CH:9][CH:10]=1 |f:0.1|. Reported procedure: A solution of sodium thiomethoxide (1.87 g, 26.8 mmol) in EtOH (26.8 mL, anhydrous) was added to a suspension of 4-(3-bromo-benzenesulfonyl)-5-nitro-thiophene-2-carbonitrile (10 g, 26.8 mmol, Example 286: step e) in THF (67 mL, anhydrous) portionwise at −78° C. The temperature of the reaction was maintained at −78° C. with stirring for 1 hour. The reaction was quenched with acetic acid (2 mL, 34.9 mmol) at −78° C. followed by warming the reaction mixture to rt and then filtered. The yellow solid... The reactants are N1=CC(=CC=C1)/C=C/C[C@@H](C)O ((2R)-(4E)-5-(3-pyridyl)-4-penten-2-ol), C1(=CC=C(C=C1)S(=O)(=O)Cl)C (p-toluenesulfonyl chloride). Solvent: N1=CC=CC=C1 (pyridine). Reaction conditions: time 24 hour. The product is C1(=CC=C(C=C1)S(=O)(=O)O[C@H](C)C\C=C\C=1C=NC=CC1)C ((2R)-(4E)-5-(3-Pyridyl)-4-penten-2-ol p-Toluenesulfonate). As a reaction SMILES: [N:1]1[CH:6]=[CH:5][CH:4]=[C:3](/[CH:7]=[CH:8]/[CH2:9][C@H:10]([OH:12])[CH3:11])[CH:2]=1.[C:13]1([CH3:23])[CH:18]=[CH:17][C:16]([S:19](Cl)(=[O:21])=[O:20])=[CH:15][CH:14]=1>N1C=CC=CC=1>[C:13]1([CH3:23])[CH:18]=[CH:17][C:16]([S:19]([O:12][C@@H:10]([CH2:9]/[CH:8]=[CH:7]/[C:3]2[CH:2]=[N:1][CH:6]=[CH:5][CH:4]=2)[CH3:11])(=[O:21])=[O:20])=[CH:15][CH:14]=1. Reported procedure: To a stirring solution of (2R)-(4E)-5-(3-pyridyl)-4-penten-2-ol (6.00 g, 36.81 mmol) in dry pyridine (30 mL) at 0° C. was added p-toluenesulfonyl chloride (21.05 g, 110.43 mmol). The reaction mixture was stirred for 24 h at ambient temperature. The pyridine was removed by rotary evaporation. Toluene (50 mL) was added to the residue and subsequently removed by rotary evaporation. The crude product was stirred with a saturated solution of sodium bicarbonate (100 mL) and extracted with chloroform (... RXN SMILES: O[NH:2][C@H:3]([C:12](N)=[O:13])[CH2:4][C:5](=[O:11])[O:6][C:7]([CH3:10])([CH3:9])[CH3:8].C(Cl)(Cl)=[O:16]>C1COCC1>[NH2:2][C@H:3]([C:12]([OH:13])=[O:16])[CH2:4][C:5](=[O:11])[O:6][C:7]([CH3:10])([CH3:9])[CH3:8]. Run at temperature 50 celsius, time 8 hour. Procedure details: HO-Asp(But)-NH2 (20.0 g, 105.7 mmol) was suspended in 300 mL of anhydrous THF and heated to 50° C. Phosgene (20% in toluene) (105 mL, 211.4 mmol) was added to the amino acid suspension, and the amino acid dissolved over the course of approx. 1 hr, forming a clear solution. The solution was concentrated on by rotary evaporation, transferred to a beaker, and hexane was added to precipitate the product. The white solid was isolated by filtration and dissolved in anhydrous THF. The solution was filt... Run in C1CCOC1 (THF), C1CCOC1 (THF). Yield: 75.0%. Yields the product N[C@@H](CC(OC(C)(C)C)=O)C(=O)O (Asp(But)). Starting materials: ON[C@@H](CC(OC(C)(C)C)=O)C(=O)N (HO-Asp(But)-NH2), amino acid, C(=O)(Cl)Cl (Phosgene), amino acid. The reactants are Br (hydrogen bromide), BrC1=CC2=C(OC3=C([C@@H]4N2CCC[C@H]4NC(OC)=O)C=CC=C3)C=C1F (methyl (±)-(cis)-(7-bromo-8-fluoro-1,3,4,14b-tetrahydro-2H-dibenzo[b,f]pyrido[1,2-d][1,4]oxazepin-1-yl)carbamate), [OH-].[Na+] (NaOH). Solvent: C(C)(=O)O (acetic acid). Run at temperature 100 celsius, time 8 hour. Product: BrC1=CC2=C(OC3=C([C@@H]4N2CCC[C@H]4N)C=CC=C3)C=C1F ((±)-(cis)-7-bromo-8-fluoro-1,3,4,14b-tetrahydro-2H-dibenzo[b,f]pyrido[1,2-d][1,4]oxazepin-1-amine). Yield: 91.2%. Reaction SMILES: Br.[Br:2][C:3]1[C:26]([F:27])=[CH:25][C:6]2[O:7][C:8]3[CH:24]=[CH:23][CH:22]=[CH:21][C:9]=3[C@H:10]3[C@H:15]([NH:16]C(=O)OC)[CH2:14][CH2:13][CH2:12][N:11]3[C:5]=2[CH:4]=1.[OH-].[Na+]>C(O)(=O)C>[Br:2][C:3]1[C:26]([F:27])=[CH:25][C:6]2[O:7][C:8]3[CH:24]=[CH:23][CH:22]=[CH:21][C:9]=3[C@H:10]3[C@H:15]([NH2:16])[CH2:14][CH2:13][CH2:12][N:11]3[C:5]=2[CH:4]=1 |f:2.3|. Procedure details: A mixture of acetic acid (40 mL) and hydrogen bromide (48%, 20 mL) was added to methyl (±)-(cis)-(7-bromo-8-fluoro-1,3,4,14b-tetrahydro-2H-dibenzo[b,f]pyrido[1,2-d][1,4]oxazepin-1-yl)carbamate (20.2 g, 48 mmol) and stirred overnight at 100° C. After cooling down the reaction mixture was poured into a cold 1M NaOH solution. It was extracted with CH2Cl2 and the organic layer was washed with brine, dried (MgSO4) and the solvent was evaporated under reduced pressure to yield the crude title compound... Yields the product FC(C1=NN(C=2C(CCC(C12)(F)F)(F)F)CC(=O)N[C@@H](CC1=CC(=CC(=C1)F)F)C1=NC(=NC=C1C=1C=CC(=C(C(=O)N)C1)F)N1CCC(CC1)O)F ((S)-5-(4-(1-(2-(3-(difluoromethyl)-4,4,7,7-tetrafluoro-4,5,6,7-tetrahydro-1H-indazol-1-yl)acetamido)-2-(3,5-difluorophenyl)ethyl)-2-(4-hydroxypiperidin-1-yl)pyrimidin-5-yl)-2-fluorobenzamide). Run in O (water), ClCCCl (1,2-dichloroethane). RXN SMILES: [F:1][CH:2]([F:53])[C:3]1[C:11]2[C:10]([F:13])([F:12])[CH2:9][CH2:8][C:7]([F:15])([F:14])[C:6]=2[N:5]([CH2:16][C:17]([NH:19][C@H:20]([C:30]2[C:35]([C:36]3[CH:37]=[CH:38][C:39]([F:45])=[C:40]([CH:44]=3)[C:41]([NH2:43])=[O:42])=[CH:34][N:33]=[C:32]([N:46]3[CH2:51][CH2:50][C:49](=[O:52])[CH2:48][CH2:47]3)[N:31]=2)[CH2:21][C:22]2[CH:27]=[C:26]([F:28])[CH:25]=[C:24]([F:29])[CH:23]=2)=[O:18])[N:4]=1.C(O)(=O)C.C(O[BH-](OC(=O)C)OC(=O)C)(=O)C.[Na+].CCOC(C)=O>ClCCCl.O>[F:53][CH:2]([F:1])[C:3]1[C:11]2[C:10]([F:12])([F:13])[CH2:9][CH2:8][C:7]([F:14])([F:15])[C:6]=2[N:5]([CH2:16][C:17]([NH:19][C@H:20]([C:30]2[C:35]([C:36]3[CH:37]=[CH:38][C:39]([F:45])=[C:40]([CH:44]=3)[C:41]([NH2:43])=[O:42])=[CH:34][N:33]=[C:32]([N:46]3[CH2:47][CH2:48][CH:49]([OH:52])[CH2:50][CH2:51]3)[N:31]=2)[CH2:21][C:22]2[CH:27]=[C:26]([F:28])[CH:25]=[C:24]([F:29])[CH:23]=2)=[O:18])[N:4]=1 |f:2.3|. Reaction conditions: time 3 hour. Procedure: To a solution of compound 19C (18 mg, 0.023 mmol) in 1,2-dichloroethane (0.5 ml), was added acetic acid (13 μL, 0.23 mmol) and sodium triacetoxyborohydride (9.7 mg, 0.046 mmol) at room temperature. After being stirred for 3 hours, the mixture was treated with EtOAc (10 mL) and water (3 mL). The organic layer was washed with brine (2 mL), dried (MgSO4), filtered, and concentrated under reduced pressure to furnish the crude product. This material was purified on reverse phase HPLC eluting with ace... The reactants are CCOC(=O)C (EtOAc), FC(C1=NN(C=2C(CCC(C12)(F)F)(F)F)CC(=O)N[C@@H](CC1=CC(=CC(=C1)F)F)C1=NC(=NC=C1C=1C=CC(=C(C(=O)N)C1)F)N1CCC(CC1)=O)F ((S)-5-(4-(1-(2-(3-(difluoromethyl)-4,4,7,7-tetrafluoro-4,5,6,7-tetrahydro-1H-indazol-1-yl)acetamido)-2-(3,5-difluorophenyl)ethyl)-2-(4-oxopiperidin-1-yl)pyrimidin-5-yl)-2-fluorobenzamide), C(C)(=O)O (acetic acid), C(C)(=O)O[BH-](OC(C)=O)OC(C)=O.[Na+] (sodium triacetoxyborohydride). Reactants: C1(CC1)[C@H](N1C(O[C@](CC1)(C1=CC=CC=C1)CC(C)(C)O)=O)C1=CC=C(C=C1)B1OC(C(O1)(C)C)(C)C (3-{(S)-cyclopropyl-[4-(4,4,5,5-tetramethyl-[1,3,2]dioxaborolan-2-yl)-phenyl]-methyl}-(S)-6-(2-hydroxy-2-methyl-propyl)-6-phenyl-[1,3]oxazinan-2-one), BrC1=CC=C(C=C1)[C@@H](N1C(O[C@](CC1)(C1=CC=CC=C1)CC(C)(C)O)=O)C1CC1 (3-[(S)-(4-bromo-phenyl)-cyclopropyl-methyl]-(S)-6-(2-hydroxy-2-methyl-propyl)-6-phenyl-[1,3]oxazinan-2-one), BrC1=CC(N(C=C1)C1CC1)=O (4-bromo-1-cyclopropyl-1H-pyridin-2-one). Yields the product C1(CC1)[C@H](N1C(O[C@](CC1)(C1=CC=CC=C1)CC(C)(C)O)=O)C1=CC=C(C=C1)C1=CC(N(C=C1)C1CC1)=O (3-{(S)-Cyclopropyl-[4-(1-cyclopropyl-2-oxo-1,2-dihydro-pyridin-4-yl)-phenyl]-methyl}-(S)-6-(2-hydroxy-2-methyl-propyl)-6-phenyl-[1,3]oxazinan-2-one). Reaction SMILES: C1([C@@H:4]([C:23]2[CH:28]=CC(B3OC(C)(C)C(C)(C)O3)=CC=2)[N:5]2[CH2:10][CH2:9][C@:8]([CH2:17][C:18]([OH:21])(C)C)(C3C=CC=CC=3)OC2=O)CC1.Br[C:39]1[CH:44]=[CH:43][C:42]([C@H:45]([CH:64]2[CH2:66][CH2:65]2)[N:46]2[CH2:51][CH2:50][C@:49]([CH2:58][C:59]([OH:62])([CH3:61])[CH3:60])([C:52]3[CH:57]=[CH:56][CH:55]=[CH:54][CH:53]=3)[O:48][C:47]2=[O:63])=[CH:41][CH:40]=1.BrC1C=CN(C2CC2)C(=O)C=1>>[CH:64]1([C@@H:45]([C:42]2[CH:43]=[CH:44][C:39]([C:8]3[CH:9]=[CH:10][N:5]([CH:4]4[CH2:23][CH2:28]4)[C:18](=[O:21])[CH:17]=3)=[CH:40][CH:41]=2)[N:46]2[CH2:51][CH2:50][C@:49]([CH2:58][C:59]([OH:62])([CH3:61])[CH3:60])([C:52]3[CH:57]=[CH:56][CH:55]=[CH:54][CH:53]=3)[O:48][C:47]2=[O:63])[CH2:66][CH2:65]1. Procedure details: The title compound was prepared from 3-{(S)-cyclopropyl-[4-(4,4,5,5-tetramethyl-[1,3,2]dioxaborolan-2-yl)-phenyl]-methyl}-(S)-6-(2-hydroxy-2-methyl-propyl)-6-phenyl-[1,3]oxazinan-2-one {prepared in analogy to the intermediate in Example 3 from 3-[(S)-(4-bromo-phenyl)-cyclopropyl-methyl]-(S)-6-(2-hydroxy-2-methyl-propyl)-6-phenyl-[1,3]oxazinan-2-one} and 4-bromo-1-cyclopropyl-1H-pyridin-2-one following a procedure analogous to that described in Example 3. LC-MS (Method 1): tR=3.49 min; Mass spect... The reactants are C[Si](C#CC=1C=C(C=NC1)N)(C)C (5-(2-(trimethylsilyl)ethynyl)pyridin-3-amine), C(=O)([O-])[O-].[K+].[K+] (K2CO3). Run in CO (MeOH). Reaction conditions: time 8 hour. Yields the product C(#C)C=1C=C(C=NC1)N (5-ethynylpyridin-3-amine). The yield is 97.0%. Reaction SMILES: C[Si](C)(C)[C:3]#[C:4][C:5]1[CH:6]=[C:7]([NH2:11])[CH:8]=[N:9][CH:10]=1.C([O-])([O-])=O.[K+].[K+]>CO>[C:4]([C:5]1[CH:6]=[C:7]([NH2:11])[CH:8]=[N:9][CH:10]=1)#[CH:3] |f:1.2.3|. Procedure: To a solution of 5-(2-(trimethylsilyl)ethynyl)pyridin-3-amine (0.279 g, 1.466 mmol) in MeOH (2.0 mL) was added K2CO3 (0.304 g, 2.20 mmol). The reaction was stirred at RT overnight. Solvent was removed under reduced pressure and the residue was extracted with EtOAc (2×). The combined organic layers were washed with H2O (1×) and brine (1×), dried (MgSO4) and concentrated to afford 5-ethynylpyridin-3-amine (0.168 g, 97%) as a light yellow solid. The reactants are NC=1C=CC(=C(C1)[C@]1(N=C(OC[C@@H]1F)N)C)F ((4R,5R)-4-(5-amino-2-fluoro-phenyl)-5-fluoro-4-methyl-5,6-dihydro-4H-[1,3]oxazin-2-ylamine), ClC=1C(=NC=C(C1)C(F)(F)F)C(=O)O (3-chloro-5-trifluoromethyl-pyridine-2-carboxylic acid). Yields the product NC=1OC[C@@H]([C@@](N1)(C)C=1C=C(C=CC1F)NC(=O)C1=NC=C(C=C1Cl)C(F)(F)F)F (3-Chloro-5-trifluoromethyl-pyridine-2-carboxylic acid [3-((4R,5R)-2-amino-5-fluoro-4-methyl-5,6-dihydro-4H-[1,3]oxazin-4-yl)-4-fluoro-phenyl]-amide). Reaction SMILES: [NH2:1][C:2]1[CH:3]=[CH:4][C:5]([F:17])=[C:6]([C@:8]2([CH3:16])[C@@H:13]([F:14])[CH2:12][O:11][C:10]([NH2:15])=[N:9]2)[CH:7]=1.[Cl:18][C:19]1[C:20]([C:29](O)=[O:30])=[N:21][CH:22]=[C:23]([C:25]([F:28])([F:27])[F:26])[CH:24]=1>>[NH2:15][C:10]1[O:11][CH2:12][C@H:13]([F:14])[C@:8]([C:6]2[CH:7]=[C:2]([NH:1][C:29]([C:20]3[C:19]([Cl:18])=[CH:24][C:23]([C:25]([F:27])([F:26])[F:28])=[CH:22][N:21]=3)=[O:30])[CH:3]=[CH:4][C:5]=2[F:17])([CH3:16])[N:9]=1. Reported procedure: The condensation of (4R,5R)-4-(5-amino-2-fluoro-phenyl)-5-fluoro-4-methyl-5,6-dihydro-4H-[1,3]oxazin-2-ylamine (intermediate A8.2) and 3-chloro-5-trifluoromethyl-pyridine-2-carboxylic acid (CAS 80194-68-9) following procedure I yielded the title compound as a white foam. MS (ISP): m/z=449.1 [M+H]+.